The task is: describe an organic reaction: reactants, conditions, products, and yield. This data is from the Open Reaction Database (ORD), a public repository of structured organic reaction records. Reactants: COc1cc2c(cc1NC(C)=O)CC(C)OC2c1ccc([N+](=O)[O-])cc1, CS(C)=O, Cl, [Na+], CN(C)C=O, [OH-]. The product is COc1cc2c(cc1NC(C)=O)CC(C)OC2(O)c1ccc([N+](=O)[O-])cc1. As a reaction SMILES: [C:1]([CH3:2])(=[O:3])[NH:4][c:5]1[cH:6][c:7]2[c:12]([cH:13][c:14]1[O:15][CH3:16])[CH:11]([c:17]1[cH:18][cH:19][c:20]([N+:23](=[O:24])[O-:25])[cH:21][cH:22]1)[O:10][CH:9]([CH3:26])[CH2:8]2.[CH3:30][S:31]([CH3:32])=[O:33].[ClH:29].[Na+:28].[O:34]=[CH:35][N:36]([CH3:37])[CH3:38].[OH-:27]>>[C:1]([CH3:2])(=[O:3])[NH:4][c:5]1[cH:6][c:7]2[c:12]([cH:13][c:14]1[O:15][CH3:16])[C:11]([c:17]1[cH:18][cH:19][c:20]([N+:23](=[O:24])[O-:25])[cH:21][cH:22]1)([OH:27])[O:10][CH:9]([CH3:26])[CH2:8]2. Reactants: O=C1NC(Cc2cccc(OC(F)(F)C(F)F)c2)C(c2ccc(Br)cc2)O1, CCO, [Na+], [OH-]. The product is NC(Cc1cccc(OC(F)(F)C(F)F)c1)C(O)c1ccc(Br)cc1. As a reaction SMILES: [Br:1][c:2]1[cH:3][cH:4][c:5]([CH:8]2[CH:9]([CH2:14][c:15]3[cH:16][c:17]([O:21][C:22]([CH:23]([F:24])[F:25])([F:26])[F:27])[cH:18][cH:19][cH:20]3)[NH:10][C:11](=[O:13])[O:12]2)[cH:6][cH:7]1.[CH3:30][CH2:31][OH:32].[Na+:29].[OH-:28]>>[Br:1][c:2]1[cH:3][cH:4][c:5]([CH:8]([CH:9]([NH2:10])[CH2:14][c:15]2[cH:16][c:17]([O:21][C:22]([CH:23]([F:24])[F:25])([F:26])[F:27])[cH:18][cH:19][cH:20]2)[OH:12])[cH:6][cH:7]1. The reactants are C(O)([O-])=O.[Na+] (sodium hydrogen carbonate), BrC=1C=C(C(=C(C=C2CCN(CC2)C(=O)OC(C)(C)C)C1)O)[N+](=O)[O-] (tert-butyl 4-(5-bromo-2-hydroxy-3-nitrobenzylidene)piperidine-1-carboxylate), ClCC(=O)Cl (Chloroacetyl chloride). Reagents/catalysts: [Pd] (palladium on charcoal). Run in CO (methanol), CC(CC)=O (2-butanone). Run at temperature 0 celsius, time 2 hour. The product is O=C1COC2=C(N1)C=CC=C2CC2CCN(CC2)C(=O)OC(C)(C)C (tert-Butyl 4-(3-oxo-3,4-dihydro-2H-benzo[1,4]oxazin-8-ylmethyl)piperidine-1-carboxylate). Isolated yield 88.4%. As a reaction SMILES: Br[C:2]1[CH:3]=[C:4]([N+:23]([O-])=O)[C:5]([OH:22])=[C:6]([CH:21]=1)[CH:7]=[C:8]1[CH2:13][CH2:12][N:11]([C:14]([O:16][C:17]([CH3:20])([CH3:19])[CH3:18])=[O:15])[CH2:10][CH2:9]1.C(=O)([O-])O.[Na+].Cl[CH2:32][C:33](Cl)=[O:34]>CO.[Pd].CC(=O)CC>[O:34]=[C:33]1[NH:23][C:4]2[CH:3]=[CH:2][CH:21]=[C:6]([CH2:7][CH:8]3[CH2:13][CH2:12][N:11]([C:14]([O:16][C:17]([CH3:20])([CH3:19])[CH3:18])=[O:15])[CH2:10][CH2:9]3)[C:5]=2[O:22][CH2:32]1 |f:1.2|. Procedure: A solution of tert-butyl 4-(5-bromo-2-hydroxy-3-nitrobenzylidene)piperidine-1-carboxylate (2.1 g, 4.9 mmol) in methanol (150 mL) was stirred under atmospheric hydrogen in the presence of 10% palladium on charcoal (0.5 g) for 4 h. The catalyst was removed by filtration and the filtrate was evaporated in vacuo to give a crude oil (1.8 g) which was taken up in 2-butanone (30 mL) and aqueous sodium hydrogen carbonate (1.3 g in water 20 mL). Chloroacetyl chloride (0.78 g) was added dropwise at 0° C. ... The reactants are CCOC(=O)c1c(Cl)c2ccc(C)nc2n(CC)c1=O, CNCCO, CCO, [Na+], [Na+], O=C([O-])[O-]. Product: CCOC(=O)c1c(N(C)CCO)c2ccc(C)nc2n(CC)c1=O. Reaction SMILES: [CH2:1]([CH3:2])[O:3][C:4](=[O:5])[c:6]1[c:7](=[O:20])[n:8]([CH2:18][CH3:19])[c:9]2[n:10][c:11]([CH3:17])[cH:12][cH:13][c:14]2[c:15]1[Cl:16].[CH3:21][NH:22][CH2:23][CH2:24][OH:25].[CH3:32][CH2:33][OH:34].[Na+:26].[Na+:27].[O-:28][C:29](=[O:30])[O-:31]>>[CH2:1]([CH3:2])[O:3][C:4](=[O:5])[c:6]1[c:7](=[O:20])[n:8]([CH2:18][CH3:19])[c:9]2[n:10][c:11]([CH3:17])[cH:12][cH:13][c:14]2[c:15]1[N:22]([CH3:21])[CH2:23][CH2:24][OH:25]. The reactants are FC1=C(C=CC(=C1)C)C=1C=NC=C(C(=O)O)C1 (5-(2-fluoro-4-methylphenyl)nicotinic acid), ClC1=CC(=CC=C1)C(=O)OO (3-chloroperbenzoic acid), ClC1=CC(=CC=C1)C(=O)OO (3-chloroperbenzoic acid), ClC1=CC(=CC=C1)C(=O)OO (3-chloroperbenzoic acid). Run in ClCCl (dichloromethane), CO (methanol). Reaction conditions: time 18 hour. Yields the product FC1=C(C=CC(=C1)C)C=1C=[N+](C=C(C(=O)O)C1)[O-] (5-(2-Fluoro-4-methylphenyl)nicotinic acid 1-oxide). Isolated yield 65.8%. RXN SMILES: [F:1][C:2]1[CH:7]=[C:6]([CH3:8])[CH:5]=[CH:4][C:3]=1[C:9]1[CH:10]=[N:11][CH:12]=[C:13]([CH:17]=1)[C:14]([OH:16])=[O:15].ClC1C=CC=C(C(OO)=[O:26])C=1>ClCCl.CO>[F:1][C:2]1[CH:7]=[C:6]([CH3:8])[CH:5]=[CH:4][C:3]=1[C:9]1[CH:10]=[N+:11]([O-:26])[CH:12]=[C:13]([CH:17]=1)[C:14]([OH:16])=[O:15]. Procedure: To a solution of 5-(2-fluoro-4-methylphenyl)nicotinic acid (0.15 g, 0.43 mmol) in dichloromethane (5 mL) and methanol (3 mL) was added 3-chloroperbenzoic acid (70%; 0.16 g, 0.65 mmol). The mixture was stirred at ambient temperature. After 18 h, additional 3-chloroperbenzoic acid (70%; 0.19 g, 0.86 mmol) was added. The mixture was continued to stir at ambient temperature. After 24 h, additional 3-chloroperbenzoic acid (70%; 0.19 g, 0.86 mmol) was added. After 18 h, the mixture was concentrated. P...